Dataset: the Open Reaction Database (ORD), a public repository of structured organic reaction records. Task: describe an organic reaction: reactants, conditions, products, and yield Starting materials: ClC(COC(NC1=CC=NS1)=O)(Cl)Cl (2,2,2-trichloroethylisothiazol-5-ylcarbamate), C1(=CC=CC=C1)P(C1=CC=CC=C1)C1=CC=CC=C1 (triphenylphosphine), OC(C(=O)OC)CC(C)C (methyl 2-hydroxy-4-methylpentanoate), CC(C)OC(=O)/N=N/C(=O)OC(C)C (diisopropylazodicarboxylate). Run in CN(C=O)C (N,N-dimethylformamide), O (water). Run at time 5 hour. The product is S1N=CC=C1N([C@@H](CC(C)C)C(=O)OC)C(=O)OCC(Cl)(Cl)Cl (methyl N-isothiazol-5-yl-N-[(2,2,2-trichloroethoxy)carbonyl]leucinate). The yield is 70.2%. As a reaction SMILES: [Cl:1][C:2]([Cl:14])([Cl:13])[CH2:3][O:4][C:5](=[O:12])[NH:6][C:7]1[S:11][N:10]=[CH:9][CH:8]=1.C1(P(C2C=CC=CC=2)C2C=CC=CC=2)C=CC=CC=1.O[CH:35]([CH2:40][CH:41]([CH3:43])[CH3:42])[C:36]([O:38][CH3:39])=[O:37].CC(OC(/N=N/C(OC(C)C)=O)=O)C>CN(C)C=O.O>[S:11]1[C:7]([N:6]([C:5]([O:4][CH2:3][C:2]([Cl:1])([Cl:13])[Cl:14])=[O:12])[C@H:35]([C:36]([O:38][CH3:39])=[O:37])[CH2:40][CH:41]([CH3:43])[CH3:42])=[CH:8][CH:9]=[N:10]1. Procedure: A solution of 2,2,2-trichloroethylisothiazol-5-ylcarbamate (253 mg, 0.918 mmol), triphenylphosphine (266 mg, 1.01 mmol) and methyl 2-hydroxy-4-methylpentanoate (151 mg, 1.03 mmol) in N,N-dimethylformamide (2.0 mL) at 0° C. was treated dropwise with diisopropylazodicarboxylate (200 μL, 1.02 mmol) and stirred at rt for 5 h. The mixture was then poured into water and extracted with a 1:1 mixture of ether and ethyl acetate (3×). The combined organics were washed with water and saturated sodium chlor... Starting materials: O=C1NC(=O)c2ccccc21, CN(C)C=O, O=[N+]([O-])c1ncccc1OCc1ccccc1CCl, [K], O. The product is O=C1c2ccccc2C(=O)N1Cc1ccccc1COc1cccnc1[N+](=O)[O-]. As a reaction SMILES: [C:20]1(=[O:30])[c:21]2[c:22]([cH:26][cH:27][cH:28][cH:29]2)[C:23](=[O:25])[NH:24]1.[CH3:33][N:34]([CH3:35])[CH:36]=[O:37].[Cl:1][CH2:2][c:3]1[c:4]([CH2:5][O:6][c:7]2[c:8]([N+:13](=[O:14])[O-:15])[n:9][cH:10][cH:11][cH:12]2)[cH:16][cH:17][cH:18][cH:19]1.[K:31].[OH2:32]>>[CH2:2]([c:3]1[c:4]([CH2:5][O:6][c:7]2[c:8]([N+:13](=[O:14])[O-:15])[n:9][cH:10][cH:11][cH:12]2)[cH:16][cH:17][cH:18][cH:19]1)[N:24]1[C:20](=[O:30])[c:21]2[c:22]([cH:26][cH:27][cH:28][cH:29]2)[C:23]1=[O:25]. Reactants: Cl (hydrochloric acid), BrC=1C=C(C(=O)O)C=CC1OC1=CC(=CC=C1)F (3-Bromo-4-(3-fluorophenoxy)benzoic acid), C(=O)(N1C=NC=C1)N1C=NC=C1 (1,1′-carbonyldiimidazole), N (ammonia). The solvent is CN(C=O)C (N,N-dimethylformamide). Conditions: temperature 60 celsius, time 1 hour. Yields the product BrC=1C=C(C(=O)N)C=CC1OC1=CC(=CC=C1)F (3-Bromo-4-(3-fluorophenoxy)benzamide). Isolated yield 80.3%. RXN SMILES: [Br:1][C:2]1[CH:3]=[C:4]([CH:8]=[CH:9][C:10]=1[O:11][C:12]1[CH:17]=[CH:16][CH:15]=[C:14]([F:18])[CH:13]=1)[C:5](O)=[O:6].C(N1C=CN=C1)([N:21]1C=CN=C1)=O.N.Cl>CN(C)C=O>[Br:1][C:2]1[CH:3]=[C:4]([CH:8]=[CH:9][C:10]=1[O:11][C:12]1[CH:17]=[CH:16][CH:15]=[C:14]([F:18])[CH:13]=1)[C:5]([NH2:21])=[O:6]. Reported procedure: A mixture of 3-bromo-4-(3-fluorophenoxy)benzoic acid (step 2, 550 mg, 1.77 mmol) and 1,1′-carbonyldiimidazole (430 mg, 2.65 mmol) in N,N-dimethylformamide (10 mL) was stirred at 60° C. for 1 h. After cooling to 0° C., 25% ammonia solution was added slowly to the mixture. The resulting mixture was stirred at room temperature for 16 h. The mixture was pored into 2 M hydrochloric acid (100 mL) and the whole was extracted with ethyl acetate (200 mL). The organic layer was dried over magnesium sulfat... The reactants are CC(C)(C)c1nn(CCl)cc1Br, O=C([O-])[O-], C=CCC(C#N)C#N, CN(C)C=O, Cl, [K+], [K+], O. Product: C=CCC(C#N)(C#N)Cn1cc(Br)c(C(C)(C)C)n1. RXN SMILES: [Br:2][c:3]1[c:4]([C:10]([CH3:11])([CH3:12])[CH3:13])[n:5][n:6]([CH2:8][Cl:9])[cH:7]1.[C:22](=[O:23])([O-:24])[O-:25].[CH2:14]([CH:15]=[CH2:16])[CH:17]([C:18]#[N:19])[C:20]#[N:21].[CH3:29][N:30]([CH3:31])[CH:32]=[O:33].[ClH:1].[K+:26].[K+:27].[OH2:28]>>[Br:2][c:3]1[c:4]([C:10]([CH3:11])([CH3:12])[CH3:13])[n:5][n:6]([CH2:8][C:17]([CH2:14][CH:15]=[CH2:16])([C:18]#[N:19])[C:20]#[N:21])[cH:7]1. The reactants are C(N)(=O)C1=NN(C(=C1)OC(F)F)C (3-Carbamoyl-5-difluoromethoxy-1-methylpyrazole), S(=O)(=O)(Cl)Cl (sulfuryl chloride). The solvent is C(C)#N (acetonitrile). Run at time 10 minute. The product is C(N)(=O)C1=NN(C(=C1Cl)OC(F)F)C (3-Carbamoyl-4-chloro-5-difluoromethoxy-1-methylpyrazole). Reaction SMILES: [C:1]([C:4]1[CH:8]=[C:7]([O:9][CH:10]([F:12])[F:11])[N:6]([CH3:13])[N:5]=1)(=[O:3])[NH2:2].S(Cl)([Cl:17])(=O)=O>C(#N)C>[C:1]([C:4]1[C:8]([Cl:17])=[C:7]([O:9][CH:10]([F:12])[F:11])[N:6]([CH3:13])[N:5]=1)(=[O:3])[NH2:2]. Procedure: 23,6 g (0.12 mole) 3-Carbamoyl-5-difluoromethoxy-1-methylpyrazole in 720 ml acetonitrile was treated with 16.7 g (0.12 mole) sulfuryl chloride and the mixture stirred for 10 minutes at room temperature. It was then concentrated and recrystallised from diisopropyl ether/ethyl acetate.